From a dataset of the Open Reaction Database (ORD), a public repository of structured organic reaction records. describe an organic reaction: reactants, conditions, products, and yield Procedure: A mixture of 10.0 g of 4-p-nitrobenzamido-1,5-naphthalenedisulfonic acid disodium salt (prepared as in Example 3), 200 ml of water and 1.0 g of 10% palladium on charcoal is hydrogenated in a Parr shaker for 11/2 hours at room temperature with an initial pressure of 46 pounds of hydrogen. During this time a total of 4.5 pounds of hydrogen is absorbed. The mixture is heated to dissolve some precipitated product and is filtered hot to remove the catalyst. The filtrate is then evaporated to a small ... The solvent is O (water). RXN SMILES: [Na+:1].[Na+].[N+:3]([C:6]1[CH:32]=[CH:31][C:9]([C:10]([NH:12][C:13]2[C:22]3[C:21]([S:23]([O-:26])(=[O:25])=[O:24])=[CH:20][CH:19]=[CH:18][C:17]=3[C:16]([S:27]([O-:30])(=[O:29])=[O:28])=[CH:15][CH:14]=2)=[O:11])=[CH:8][CH:7]=1)([O-])=O.[H][H]>[Pd].O>[Na+:1].[Na+:1].[NH2:3][C:6]1[CH:7]=[CH:8][C:9]([C:10]([NH:12][C:13]2[C:22]3[C:21]([S:23]([O-:26])(=[O:25])=[O:24])=[CH:20][CH:19]=[CH:18][C:17]=3[C:16]([S:27]([O-:30])(=[O:29])=[O:28])=[CH:15][CH:14]=2)=[O:11])=[CH:31][CH:32]=1 |f:0.1.2,6.7.8|. Product: [Na+].[Na+].NC1=CC=C(C(=O)NC2=CC=C(C=3C=CC=C(C23)S(=O)(=O)[O-])S(=O)(=O)[O-])C=C1 (4-(p-Aminobenzamido)-1,5-naphthalenedisulfonic acid disodium salt). Reactants: [Na+].[Na+].[N+](=O)([O-])C1=CC=C(C(=O)NC2=CC=C(C=3C=CC=C(C23)S(=O)(=O)[O-])S(=O)(=O)[O-])C=C1 (4-(p-Nitrobenzamido)-1,5-naphthalenedisulfonic acid disodium salt), [H][H] (hydrogen). Reagents/catalysts: [Pd] (palladium on charcoal).